This data is from the Open Reaction Database (ORD), a public repository of structured organic reaction records. The task is: describe an organic reaction: reactants, conditions, products, and yield Reported procedure: A mixture of (R)-2-bromo-1-(3-fluoro-4-(trifluoromethyl)phenyl)ethanol (3.0 g, 10 mmol), K2CO3 (2.9 g, 21 mmol) and acetone (50 mL) and was stirred for 18 h at RT, then poured in H2O and extracted with DCM. The combined organic extracts were dried (MgSO4), filtered and concentrated in vacuo. The crude product was purified by SiO2 chromatography eluting with hexane/EtOAc (9:1) to afford 2.0 g (93%) of (R)-2-(3-fluoro-4-(trifluoromethyl)phenyl)oxirane (312). Isolated yield 97.0%. Reactants: BrC[C@H](O)C1=CC(=C(C=C1)C(F)(F)F)F ((R)-2-bromo-1-(3-fluoro-4-(trifluoromethyl)phenyl)ethanol), C(=O)([O-])[O-].[K+].[K+] (K2CO3), CC(=O)C (acetone). RXN SMILES: Br[CH2:2][C@@H:3]([C:5]1[CH:10]=[CH:9][C:8]([C:11]([F:14])([F:13])[F:12])=[C:7]([F:15])[CH:6]=1)[OH:4].C([O-])([O-])=O.[K+].[K+].CC(C)=O>O>[F:15][C:7]1[CH:6]=[C:5]([C@@H:3]2[CH2:2][O:4]2)[CH:10]=[CH:9][C:8]=1[C:11]([F:14])([F:13])[F:12] |f:1.2.3|. Run at time 18 hour. The product is FC=1C=C(C=CC1C(F)(F)F)[C@H]1OC1 ((R)-2-(3-fluoro-4-(trifluoromethyl)phenyl)oxirane). Run in O (H2O). Reactants: C1CCOC1, CS(=O)(=O)O, O, Cc1c(C(C)(C)O)cn2nc[nH]c(=O)c12, OO. Yields the product Cc1c(O)cn2nc[nH]c(=O)c12. As a reaction SMILES: [CH2:16]1[CH2:19][CH2:18][CH2:17][O:20]1.[CH3:23][S:24](=[O:25])(=[O:26])[OH:27].[OH2:28].[OH:1][C:2]([CH3:3])([CH3:4])[c:5]1[c:6]([CH3:15])[c:7]2[c:8](=[O:14])[nH:9][cH:10][n:11][n:12]2[cH:13]1.[OH:21][OH:22]>>[c:5]1([OH:20])[c:6]([CH3:15])[c:7]2[c:8](=[O:14])[nH:9][cH:10][n:11][n:12]2[cH:13]1. Procedure: An amount of 20.0 g of 2-(trans-3-nitrostyryl) quinoline was dissolved in 1000 ml of ethanol and 100 ml of conc. hydrochloric acid solution containing 49.0 g of stannous chloride.2 hydride was added thereto at room temperature, and the resulting mixture was refluxed for 5 hours. After the reaction mixture was cooled to room temperature, a 30% aqueous sodium hydroxide solution was added to regulate pH value to 13 and then the precipitated solid was collected by filtration and washed with water. A... Yield: 84.1%. Solvent: C(C)O (ethanol). Reactants: [H-] (hydride), [N+](=O)([O-])C=1C=C(/C=C/C2=NC3=CC=CC=C3C=C2)C=CC1 (2-(trans-3-nitrostyryl) quinoline), Cl (hydrochloric acid), stannous chloride, [OH-].[Na+] (sodium hydroxide). Product: NC=1C=C(/C=C/C2=NC3=CC=CC=C3C=C2)C=CC1 (2-(trans-3-aminostyryl)quinoline). Reaction SMILES: [N+:1]([C:4]1[CH:5]=[C:6]([CH:19]=[CH:20][CH:21]=1)/[CH:7]=[CH:8]/[C:9]1[CH:18]=[CH:17][C:16]2[C:11](=[CH:12][CH:13]=[CH:14][CH:15]=2)[N:10]=1)([O-])=O.Cl.[H-].[OH-].[Na+]>C(O)C>[NH2:1][C:4]1[CH:5]=[C:6]([CH:19]=[CH:20][CH:21]=1)/[CH:7]=[CH:8]/[C:9]1[CH:18]=[CH:17][C:16]2[C:11](=[CH:12][CH:13]=[CH:14][CH:15]=2)[N:10]=1 |f:3.4|. Reactants: CC1=NN(C(=C1C1=CC=CC=C1)C)C1=CC=C(C=C1)CCO (2-[4-(3,5-Dimethyl-4-phenyl-1H-pyrazol-1-yl)phenyl]ethanol), S(=O)(Cl)Cl (thionyl chloride). Solvent: C1(=CC=CC=C1)C (toluene), C(Cl)(Cl)Cl (chloroform). Conditions: temperature 80 celsius, time 3 hour. Product: ClCCC1=CC=C(C=C1)N1N=C(C(=C1C)C1=CC=CC=C1)C (1-[4-(2-Chloroethyl)phenyl]-3,5-dimethyl-4-phenyl-1H-pyrazole). Reaction SMILES: [CH3:1][C:2]1[C:6]([C:7]2[CH:12]=[CH:11][CH:10]=[CH:9][CH:8]=2)=[C:5]([CH3:13])[N:4]([C:14]2[CH:19]=[CH:18][C:17]([CH2:20][CH2:21]O)=[CH:16][CH:15]=2)[N:3]=1.S(Cl)([Cl:25])=O>C1(C)C=CC=CC=1.C(Cl)(Cl)Cl>[Cl:25][CH2:21][CH2:20][C:17]1[CH:18]=[CH:19][C:14]([N:4]2[C:5]([CH3:13])=[C:6]([C:7]3[CH:12]=[CH:11][CH:10]=[CH:9][CH:8]=3)[C:2]([CH3:1])=[N:3]2)=[CH:15][CH:16]=1. Procedure: To a solution of 2-[4-(3,5-dimethyl-4-phenyl-1H-pyrazol-1-yl)phenyl]ethanol (step 1 of Example 2, 100 mg, 0.34 mmol) in toluene (3 mL) and chloroform (1 mL) was added thionyl chloride (50 μL, 0.68 mmol), and the resulting mixture was stirred at 80° C. for 3h. The reaction mixture was quenched by 2 M NaOH aq. and extracted with dichloromethane. Organic layer was dried (Na2SO4) and the solvent was evaporated to give the title compound as brown solids (quant.): MS (ESI) m/z 311 [M+H]+, 1H-NMR (CDCl... Reactants: C(CCC)[Li] (n-butyllithium), BrC=1C=C(C=C(C1)Br)F (3,5-dibromo-1-fluorobenzene), CN(C=O)C (N,N-dimethylformamide), C(C)(C)NC(C)C (diisopropylamine). Solvent: C1CCOC1 (THF), C1CCOC1 (THF), C1CCOC1 (THF). Run at temperature -78 celsius, time 10 minute. Product: BrC1=C(C=O)C(=CC(=C1)Br)F (2,4-Dibromo-6-fluoro-benzaldehyde). Reaction SMILES: C(NC(C)C)(C)C.C([Li])CCC.[Br:13][C:14]1[CH:15]=[C:16]([F:21])[CH:17]=[C:18]([Br:20])[CH:19]=1.CN(C)[CH:24]=[O:25]>C1COCC1>[Br:13][C:14]1[CH:19]=[C:18]([Br:20])[CH:17]=[C:16]([F:21])[C:15]=1[CH:24]=[O:25]. Procedure: In a flame-dried 250 mL round-bottomed flask equipped with an addition funnel and magnetic stirrer, a mixture of diisopropylamine (4.82 mL, 34.66 mmol) in 100 mL of anhydrous THF was cooled to −78° C. and treated with 2.5N n-butyllithium (13.86 mL, 34.66 mmol) in THF, dropwise. After stirring for 10 minutes a mixture of 3,5-dibromo-1-fluorobenzene (8.0 g, 31.51 mmol) in 16 mL of THF was added dropwise and stirring was continued for an additional 30 minutes. At this point, N,N-dimethylformamide (... Reactants: CSc1nc(S)ns1, N#Cc1nccnc1Cl, [H-], [Na+], CN(C)C=O, c1ccccc1. RXN SMILES: [CH3:1][S:2][c:3]1[n:4][c:5]([SH:8])[n:6][s:7]1.[Cl:11][c:12]1[c:13]([C:18]#[N:19])[n:14][cH:15][cH:16][n:17]1.[H-:10].[Na+:9].[O:20]=[CH:21][N:22]([CH3:23])[CH3:24].[cH:25]1[cH:26][cH:27][cH:28][cH:29][cH:30]1>>[CH3:1][S:2][c:3]1[n:4][c:5]([S:8][c:12]2[c:13]([C:18]#[N:19])[n:14][cH:15][cH:16][n:17]2)[n:6][s:7]1. The product is CSc1nc(Sc2nccnc2C#N)ns1.